The task is: describe an organic reaction: reactants, conditions, products, and yield. This data is from the Open Reaction Database (ORD), a public repository of structured organic reaction records. Starting materials: COC1=C(C=C(C(=O)C2=CNC3=CC=C(N=C3C2=O)C)C=C1)C (3-(4-Methoxy-3-methyl-benzoyl)-6-methyl-1H-[1,5]naphthyridin-4-one), BrC1=CC(=CC=C1)CBr (1-bromo-3-bromomethyl-benzene). The solvent is CN(C=O)C (N,N dimethylformamide). Yields the product BrC=1C=C(CN2C=C(C(C3=NC(=CC=C23)C)=O)C(C2=CC(=C(C=C2)OC)C)=O)C=CC1 (1-(3-Bromo-benzyl)-3-(4-methoxy-3-methyl-benzoyl)-6-methyl-1H-[1,5]naphthyridin-4-one). Isolated yield 19.7%. RXN SMILES: [CH3:1][O:2][C:3]1[CH:22]=[CH:21][C:6]([C:7]([C:9]2[C:18](=[O:19])[C:17]3[C:12](=[CH:13][CH:14]=[C:15]([CH3:20])[N:16]=3)[NH:11][CH:10]=2)=[O:8])=[CH:5][C:4]=1[CH3:23].[Br:24][C:25]1[CH:30]=[CH:29][CH:28]=[C:27]([CH2:31]Br)[CH:26]=1>CN(C)C=O>[Br:24][C:25]1[CH:26]=[C:27]([CH:28]=[CH:29][CH:30]=1)[CH2:31][N:11]1[C:12]2[C:17](=[N:16][C:15]([CH3:20])=[CH:14][CH:13]=2)[C:18](=[O:19])[C:9]([C:7](=[O:8])[C:6]2[CH:21]=[CH:22][C:3]([O:2][CH3:1])=[C:4]([CH3:23])[CH:5]=2)=[CH:10]1. Procedure: Experimental conditions analogous to those described for Step 3 of Example 1 were used with 120 mg (0.390 mmol) of 3-(4-Methoxy-3-methyl-benzoyl)-6-methyl-1H-[1,5]naphthyridin-4-one, 116.8 mg (0.467 mmol) of 1-bromo-3-bromomethyl-benzene, 19 mg (0.467 mmol, 60% dispersion in oil), and 1 mL of N,N dimethylformamide. The crude product was purified by flash column chromatography using a gradient of 20-100% ethyl acetate in hexane and further purified on the reverse phase HPLC with a C18 column, gra... The reactants are ClC1=CC=C(C=C1)N1N=C(C(C=C1)=O)C(\C=C\N(C)C)=O (1-(4-Chloro-phenyl)-3-((E)-3-dimethylamino-acryloyl)-1H-pyridazin-4-one), ClC=1C=C(C=CC1)NN (3-chloro-phenylhydrazine). Product: ClC1=CC=C(C=C1)N1N=C(C(C=C1)=O)C=1N(N=CC1)C1=CC(=CC=C1)Cl (1-(4-Chloro-phenyl)-3-[2-(3-chloro-phenyl)-2H-pyrazol-3-yl]-1H-pyridazin-4-one). Reaction SMILES: [Cl:1][C:2]1[CH:7]=[CH:6][C:5]([N:8]2[CH:13]=[CH:12][C:11](=[O:14])[C:10]([C:15](=O)/[CH:16]=[CH:17]/[N:18](C)C)=[N:9]2)=[CH:4][CH:3]=1.[Cl:22][C:23]1[CH:24]=[C:25]([NH:29]N)[CH:26]=[CH:27][CH:28]=1>>[Cl:1][C:2]1[CH:3]=[CH:4][C:5]([N:8]2[CH:13]=[CH:12][C:11](=[O:14])[C:10]([C:15]3[N:29]([C:25]4[CH:26]=[CH:27][CH:28]=[C:23]([Cl:22])[CH:24]=4)[N:18]=[CH:17][CH:16]=3)=[N:9]2)=[CH:6][CH:7]=1. Reported procedure: The product was obtained starting from 1-(4-Chloro-phenyl)-3-((E)-3-dimethylamino-acryloyl)-1H-pyridazin-4-one (A-24) and 3-chloro-phenylhydrazine according to the method described for example 1. MS: M=383.0 (M+H)+ The product is O=C(NCC(=O)N1CCCCC1)OCc1ccccc1. Reactants: C1CCNCC1, CC(C)=O, CCOC(C)=O, [Na], O, Oc1cccnc1, O=C(CNC(=O)OCc1ccccc1)Oc1ccccc1. Reaction SMILES: [CH2:1]1[CH2:2][CH2:3][NH:4][CH2:5][CH2:6]1.[CH3:37][C:38]([CH3:39])=[O:40].[CH3:41][CH2:42][O:43][C:44](=[O:45])[CH3:46].[Na:7].[OH2:36].[OH:8][c:9]1[cH:10][n:11][cH:12][cH:13][cH:14]1.[c:15]1([O:21][C:22](=[O:16])[CH2:23][NH:24][C:25](=[O:26])[O:27][CH2:28][c:29]2[cH:30][cH:31][cH:32][cH:33][cH:34]2)[cH:17][cH:18][cH:19][cH:20][cH:35]1>>[CH2:1]1[CH2:2][CH2:3][N:4]([C:22](=[O:21])[CH2:23][NH:24][C:25](=[O:26])[O:27][CH2:28][c:29]2[cH:30][cH:31][cH:32][cH:33][cH:34]2)[CH2:5][CH2:6]1.